From a dataset of the Open Reaction Database (ORD), a public repository of structured organic reaction records. describe an organic reaction: reactants, conditions, products, and yield RXN SMILES: [C:1]([CH3:2])(=[O:3])[N:4]1[CH2:5][CH2:6][CH:7]([C:10](=[O:11])[N:12]2[CH2:13][CH:14]([c:20]3[cH:21][c:22]([Cl:27])[c:23]([Cl:26])[cH:24][cH:25]3)[CH:15]([NH:18][CH3:19])[CH2:16][CH2:17]2)[CH2:8][CH2:9]1.[CH3:28][c:29]1[c:30]([C:40](=[O:41])[OH:42])[n:31][c:32](-[c:34]2[cH:35][cH:36][cH:37][cH:38][cH:39]2)[s:33]1>>[C:1]([CH3:2])(=[O:3])[N:4]1[CH2:5][CH2:6][CH:7]([C:10](=[O:11])[N:12]2[CH2:13][CH:14]([c:20]3[cH:21][c:22]([Cl:27])[c:23]([Cl:26])[cH:24][cH:25]3)[CH:15]([N:18]([CH3:19])[C:40]([c:30]3[c:29]([CH3:28])[s:33][c:32](-[c:34]4[cH:35][cH:36][cH:37][cH:38][cH:39]4)[n:31]3)=[O:42])[CH2:16][CH2:17]2)[CH2:8][CH2:9]1. Reactants: CNC1CCN(C(=O)C2CCN(C(C)=O)CC2)CC1c1ccc(Cl)c(Cl)c1, Cc1sc(-c2ccccc2)nc1C(=O)O. The product is CC(=O)N1CCC(C(=O)N2CCC(N(C)C(=O)c3nc(-c4ccccc4)sc3C)C(c3ccc(Cl)c(Cl)c3)C2)CC1. The reactants are ClC1=C(C=O)C(=CC=C1Cl)Cl (2,3,6-trichloro benzaldehyde), [OH-].[Na+] (NaOH), CC(=O)C (acetone). Run in O (water). Conditions: time 4 hour. The product is ClC1=C(C(=CC=C1Cl)Cl)/C=C/C(C)=O (trans-4-(2,3,6-trichlorophenyl)-3-buten-2-one). Yield: 92.3%. As a reaction SMILES: [Cl:1][C:2]1[C:9]([Cl:10])=[CH:8][CH:7]=[C:6]([Cl:11])[C:3]=1[CH:4]=O.[OH-].[Na+].[CH3:14][C:15]([CH3:17])=[O:16]>O>[Cl:1][C:2]1[C:9]([Cl:10])=[CH:8][CH:7]=[C:6]([Cl:11])[C:3]=1/[CH:4]=[CH:14]/[C:15](=[O:16])[CH3:17] |f:1.2|. Reported procedure: Using the method of Example 1 step 1: To 5.0 g (23.9 mmole) of 2,3,6-trichloro benzaldehyde in 20 ml acetone, was added 2.3 g 50% aqueous NaOH (28.7 mmole) in 100 ml water; After 4 hours the reaction mixture was worked u to give 5.5 g of the trans-4-(2,3,6-trichlorophenyl)-3-buten-2-one as a yellow oil with solid in a 92.3% yield (99% purity by GLC). The reactants are [OH-].[Na+] (sodium hydroxide), N1=CC(=CC=C1)C=O (Pyridine-3-carboxaldehyde), C1(CCCC1)OC=1C=C(CC=2OC3=C(N2)C=CC=C3N)C=CC1OC (2-(3-cyclopentyloxy-4-methoxybenzyl)-7-aminobenzoxazole), C(#N)[BH3-].[Na+] (sodium cyanoborohydride). Run in CO (methanol), Cl (HCl), CO (methanol), Cl (HCl), CO (methanol). Run at time 3 hour. The product is C1(CCCC1)OC=1C=C(CC=2OC3=C(N2)C=CC=C3NCC=3C=NC=CC3)C=CC1OC (2-(3-Cyclopentyloxy-4-methoxybenzyl)-7-(3-pyridylmethylamino)Benzoxazole). Isolated yield 87.5%. As a reaction SMILES: [CH:1]1([O:6][C:7]2[CH:8]=[C:9]([CH:21]=[CH:22][C:23]=2[O:24][CH3:25])[CH2:10][C:11]2[O:12][C:13]3[C:19]([NH2:20])=[CH:18][CH:17]=[CH:16][C:14]=3[N:15]=2)[CH2:5][CH2:4][CH2:3][CH2:2]1.[N:26]1[CH:31]=[CH:30][CH:29]=[C:28]([CH:32]=O)[CH:27]=1.C([BH3-])#N.[Na+].[OH-].[Na+]>CO.Cl>[CH:1]1([O:6][C:7]2[CH:8]=[C:9]([CH:21]=[CH:22][C:23]=2[O:24][CH3:25])[CH2:10][C:11]2[O:12][C:13]3[C:19]([NH:20][CH2:32][C:28]4[CH:27]=[N:26][CH:31]=[CH:30][CH:29]=4)=[CH:18][CH:17]=[CH:16][C:14]=3[N:15]=2)[CH2:5][CH2:4][CH2:3][CH2:2]1 |f:2.3,4.5|. Reported procedure: To a stirred suspension of 2-(3-cyclopentyloxy-4-methoxybenzyl)-7-aminobenzoxazole (0.98 g, 0.0029 mol) in 15 ml of methanol, 2.5 ml of 1 N HCl in methanol, was added. Pyridine-3-carboxaldehyde (0.37 g, 3.5 mmol) was added to this suspension followed by sodium cyanoborohydride (0.29 g, 0.0046 mol) and the pH was adjusted to 6 using 1 N HCl in methanol. After 3 hours, 1 N sodium hydroxide was added to bring the pH to 10 and the reaction mixture was extracted with CH2Cl2. The CH2Cl2 layer was sepa...